This data is from the Open Reaction Database (ORD), a public repository of structured organic reaction records. The task is: describe an organic reaction: reactants, conditions, products, and yield The reactants are O=C([O-])[O-], CCOC(=O)c1[nH]c2ccncc2c1N, Cc1ccccc1, CCOC(C)=O, [Cs+], [Cs+], C[Si](C)(C)c1ccc(OS(=O)(=O)C(F)(F)F)c(F)c1, O=C(C=Cc1ccccc1)C=Cc1ccccc1, O=C(C=Cc1ccccc1)C=Cc1ccccc1, O=C(C=Cc1ccccc1)C=Cc1ccccc1, [Pd], [Pd]. Product: CCOC(=O)c1[nH]c2ccncc2c1Nc1ccc([Si](C)(C)C)cc1F. Reaction SMILES: [C:35](=[O:36])([O-:37])[O-:38].[CH2:1]([CH3:2])[O:3][C:4](=[O:5])[c:6]1[c:7]([NH2:15])[c:8]2[cH:9][n:10][cH:11][cH:12][c:13]2[nH:14]1.[CH3:41][c:42]1[cH:43][cH:44][cH:45][cH:46][cH:47]1.[CH3:48][CH2:49][O:50][C:51]([CH3:52])=[O:53].[Cs+:39].[Cs+:40].[F:16][c:17]1[c:18]([O:27][S:28]([C:29]([F:30])([F:31])[F:32])(=[O:33])=[O:34])[cH:19][cH:20][c:21]([Si:23]([CH3:24])([CH3:25])[CH3:26])[cH:22]1.[O:56]=[C:57]([CH:58]=[CH:59][c:60]1[cH:61][cH:62][cH:63][cH:64][cH:65]1)[CH:66]=[CH:67][c:68]1[cH:69][cH:70][cH:71][cH:72][cH:73]1.[O:74]=[C:75]([CH:76]=[CH:77][c:78]1[cH:79][cH:80][cH:81][cH:82][cH:83]1)[CH:84]=[CH:85][c:86]1[cH:87][cH:88][cH:89][cH:90][cH:91]1.[O:92]=[C:93]([CH:94]=[CH:95][c:96]1[cH:97][cH:98][cH:99][cH:100][cH:101]1)[CH:102]=[CH:103][c:104]1[cH:105][cH:106][cH:107][cH:108][cH:109]1.[Pd:54].[Pd:55]>>[CH2:1]([CH3:2])[O:3][C:4](=[O:5])[c:6]1[c:7]([NH:15][c:18]2[c:17]([F:16])[cH:22][c:21]([Si:23]([CH3:24])([CH3:25])[CH3:26])[cH:20][cH:19]2)[c:8]2[cH:9][n:10][cH:11][cH:12][c:13]2[nH:14]1. Starting materials: CO, [Cl-], COc1ccc(Cl)cc1C1(CCCCN2CCC(=O)CC2)OCCO1, N#C[K], [NH4+], [NH4+], [OH-], O. The product is COc1ccc(Cl)cc1C1(CCCCN2CCC(N)(C#N)CC2)OCCO1. As a reaction SMILES: [CH3:33][OH:34].[Cl-:29].[Cl:1][c:2]1[cH:3][cH:4][c:5]([O:24][CH3:25])[c:6]([C:8]2([CH2:9][CH2:10][CH2:11][CH2:12][N:13]3[CH2:14][CH2:15][C:16](=[O:19])[CH2:17][CH2:18]3)[O:20][CH2:21][CH2:22][O:23]2)[cH:7]1.[K:26][C:27]#[N:28].[NH4+:30].[NH4+:31].[OH-:32].[OH2:35]>>[Cl:1][c:2]1[cH:3][cH:4][c:5]([O:24][CH3:25])[c:6]([C:8]2([CH2:9][CH2:10][CH2:11][CH2:12][N:13]3[CH2:14][CH2:15][C:16]([C:27]#[N:28])([NH2:30])[CH2:17][CH2:18]3)[O:20][CH2:21][CH2:22][O:23]2)[cH:7]1. Reactants: [NH2-].[Na+] (sodium amide), FC1=CC=C(C=C1)NN ((4-Fluorophenyl)hydrazine), BrCCC1=CC=C(C=C1)F (1-(2-bromoethyl)-4-fluorobenzene). Solvent: O1CCCC1 (tetrahydrofuran). Run at time 1 hour. Yields the product FC1=CC=C(CCN(N)C2=CC=C(C=C2)F)C=C1 (1-(4-fluorophenethyl)-1-(4-fluorophenyl)hydrazine). As a reaction SMILES: [NH2-].[Na+].[F:3][C:4]1[CH:9]=[CH:8][C:7]([NH:10][NH2:11])=[CH:6][CH:5]=1.Br[CH2:13][CH2:14][C:15]1[CH:20]=[CH:19][C:18]([F:21])=[CH:17][CH:16]=1>O1CCCC1>[F:21][C:18]1[CH:19]=[CH:20][C:15]([CH2:14][CH2:13][N:10]([C:7]2[CH:8]=[CH:9][C:4]([F:3])=[CH:5][CH:6]=2)[NH2:11])=[CH:16][CH:17]=1 |f:0.1|. Reported procedure: A flask containing tetrahydrofuran (6.0 mL; Aldrich) was charged with sodium amide (0.488 g, 11.89 mmol; Acros) and chilled to 0° C. (4-Fluorophenyl)hydrazine (1.0 g, 7.9 mmol; Aldrich) was added in portions. After 5 minutes the solid had completely dissolved. The ice bath was removed and stirring was continued for 1 hour. The solution was chilled again in an ice bath and 1-(2-bromoethyl)-4-fluorobenzene (1.731 ml, 8.72 mmol; Aldrich) was added dropwise. After 10 minutes the ice bath was removed... The reactants are N1C(=NC2=C1C=CC=C2)C(=O)N2CC(C2)C=2C(=NC=CN2)N2CCC(CC2)=O (1-{3-[1-(1H-benzoimidazole-2-carbonyl)-azetidin-3-yl]-pyrazin-2-yl}-piperidin-4-one), C[Mg+].[Br-] (CH3MgBr), CCOC(=O)C (EtOAc). Solvent: C1CCOC1 (THF). Run at time 1 hour. Yields the product Petrol ether, N1C(=NC2=C1C=CC=C2)C(=O)N2CC(C2)C2=NC=CN=C2N2CCC(CC2)(C)O ((1H-benzoimidazol-2-yl)-{3-[3-(4-hydroxy-4-methyl-piperidin-1-yl)-pyrazin-2-yl]-azetidin-1-yl}-methanone). Yield: 70.0%. As a reaction SMILES: [NH:1]1[C:5]2[CH:6]=[CH:7][CH:8]=[CH:9][C:4]=2[N:3]=[C:2]1[C:10]([N:12]1[CH2:15][CH:14]([C:16]2[C:17]([N:22]3[CH2:27][CH2:26][C:25](=[O:28])[CH2:24][CH2:23]3)=[N:18][CH:19]=[CH:20][N:21]=2)[CH2:13]1)=[O:11].C[Mg+].[Br-].[CH3:32]COC(C)=O>C1COCC1>[NH:1]1[C:5]2[CH:6]=[CH:7][CH:8]=[CH:9][C:4]=2[N:3]=[C:2]1[C:10]([N:12]1[CH2:13][CH:14]([C:16]2[C:17]([N:22]3[CH2:27][CH2:26][C:25]([OH:28])([CH3:32])[CH2:24][CH2:23]3)=[N:18][CH:19]=[CH:20][N:21]=2)[CH2:15]1)=[O:11] |f:1.2|. Reported procedure: To a solution of 1-{3-[1-(1H-benzoimidazole-2-carbonyl)-azetidin-3-yl]-pyrazin-2-yl}-piperidin-4-one (150 mg, 0.40 mol, SCHEME 13, Ex. 13.1) in 20 mL of THF was added CH3MgBr (0.60 mol, 3 M in ether) dropwise at 0° C. The mixture was stirred for 1 h at RT and then quenched with saturated aqueous NH4Cl. The resulting mixture was extracted with EtOAc (2×20 mL) and the combined organic layers were dried over anhydrous Na2SO4, filtered and concentrated to give crude product which was purified by pre...